From a dataset of the Open Reaction Database (ORD), a public repository of structured organic reaction records. describe an organic reaction: reactants, conditions, products, and yield Reactants: ClC1=CC(=C(C=2C3=C(C(NC12)=O)SC=C3)C3=CC=C(C=C3)C(CNC(OC(C)(C)C)=O)C)OC (tert-butyl 2-(4-(6-chloro-8-methoxy-4-oxo-4,5-dihydrothieno[2,3-c]quinolin-9-yl)phenyl)propylcarbamate), B(Br)(Br)Br (BBr3). Yields the product Cl.NCC(C)C1=CC=C(C=C1)C=1C=2C3=C(C(NC2C(=CC1O)Cl)=O)SC=C3 (9-(4-(1-Aminopropan-2-yl)phenyl)-6-chloro-8-hydroxythieno[2,3-c]quinolin-4(5H)-one Hydrochloride). The yield is 77.1%. RXN SMILES: [Cl:1][C:2]1[C:11]2[NH:10][C:9](=[O:12])[C:8]3[S:13][CH:14]=[CH:15][C:7]=3[C:6]=2[C:5]([C:16]2[CH:21]=[CH:20][C:19]([CH:22]([CH3:32])[CH2:23][NH:24]C(=O)OC(C)(C)C)=[CH:18][CH:17]=2)=[C:4]([O:33]C)[CH:3]=1.B(Br)(Br)Br>>[ClH:1].[NH2:24][CH2:23][CH:22]([C:19]1[CH:18]=[CH:17][C:16]([C:5]2[C:6]3[C:7]4[CH:15]=[CH:14][S:13][C:8]=4[C:9](=[O:12])[NH:10][C:11]=3[C:2]([Cl:1])=[CH:3][C:4]=2[OH:33])=[CH:21][CH:20]=1)[CH3:32] |f:2.3|. Reported procedure: Following General Procedure F, tert-butyl 2-(4-(6-chloro-8-methoxy-4-oxo-4,5-dihydrothieno[2,3-c]quinolin-9-yl)phenyl)propylcarbamate (40 mg, 0.08 mmol) was treated with BBr3 (1.0 M in CH2Cl2, 3 mL, 3 mmol) to afford the desired product as an yellow solid (13 mg, 40%): 1H NMR (500 MHz, CD3OD) δ 7.63 (d, J=5.4 Hz, 1H), 7.56 (dd, J=7.9, 1.8 Hz, 1H), 7.48 (dd, J=7.8, 1.8 Hz, 1H), 7.40-7.28 (m, 3H), 6.12 (d, J=5.4 Hz, 1H), 3.29-3.19 (m, 3H), 1.49 (d, J=6.3 Hz, 3H); ESI MS m/z 385 [C20H17ClN2O2S+H]+;... Reactants: CC(C)(C)c1cc([N+](=O)[O-])c(Cl)c([N+](=O)[O-])c1, Cc1ccccc1, CCOCC, CCNCC1OCCO1. Yields the product CCN(CC1OCCO1)c1c([N+](=O)[O-])cc(C(C)(C)C)cc1[N+](=O)[O-]. RXN SMILES: [C:1]([CH3:2])([CH3:3])([CH3:4])[c:5]1[cH:6][c:7]([N+:15](=[O:16])[O-:17])[c:8]([Cl:14])[c:9]([N+:11](=[O:12])[O-:13])[cH:10]1.[CH3:27][c:28]1[cH:29][cH:30][cH:31][cH:32][cH:33]1.[CH3:34][CH2:35][O:36][CH2:37][CH3:38].[O:18]1[CH:19]([CH2:23][NH:24][CH2:25][CH3:26])[O:20][CH2:21][CH2:22]1>>[C:1]([CH3:2])([CH3:3])([CH3:4])[c:5]1[cH:6][c:7]([N+:15](=[O:16])[O-:17])[c:8]([N:24]([CH2:23][CH:19]2[O:18][CH2:22][CH2:21][O:20]2)[CH2:25][CH3:26])[c:9]([N+:11](=[O:12])[O-:13])[cH:10]1. Reactants: CC(=O)O[BH-](OC(C)=O)OC(C)=O, O=C([O-])[O-], CC(C)=O, CC#N, CC(C)C(=O)N1N=C(c2cc(F)ccc2F)OC1(CCCN)c1ccccc1, [Na+], [Na+], [Na+]. Yields the product CC(C)NCCCC1(c2ccccc2)OC(c2cc(F)ccc2F)=NN1C(=O)C(C)C. As a reaction SMILES: [C:33]([O:34][BH-:35]([O:36][C:37](=[O:38])[CH3:39])[O:40][C:41](=[O:42])[CH3:43])(=[O:44])[CH3:45].[C:50](=[O:51])([O-:52])[O-:53].[CH3:29][C:30]([CH3:31])=[O:32].[CH3:47][C:48]#[N:49].[NH2:1][CH2:2][CH2:3][CH2:4][C:5]1([c:23]2[cH:24][cH:25][cH:26][cH:27][cH:28]2)[O:6][C:7]([c:15]2[c:16]([F:22])[cH:17][cH:18][c:19]([F:21])[cH:20]2)=[N:8][N:9]1[C:10]([CH:11]([CH3:12])[CH3:13])=[O:14].[Na+:46].[Na+:54].[Na+:55]>>[NH:1]([CH2:2][CH2:3][CH2:4][C:5]1([c:23]2[cH:24][cH:25][cH:26][cH:27][cH:28]2)[O:6][C:7]([c:15]2[c:16]([F:22])[cH:17][cH:18][c:19]([F:21])[cH:20]2)=[N:8][N:9]1[C:10]([CH:11]([CH3:12])[CH3:13])=[O:14])[CH:30]([CH3:29])[CH3:31]. Product: Cc1ccc(S(=O)(=O)N2Cc3ccccc3C2C(=O)O)cc1. As a reaction SMILES: [C:25](=[O:26])([O-:27])[O-:28].[CH:1]1([C:10](=[O:11])[OH:12])[NH:2][CH2:3][c:4]2[cH:5][cH:6][cH:7][cH:8][c:9]21.[ClH:13].[Na+:29].[Na+:30].[OH2:31].[c:14]1([CH3:24])[cH:15][cH:16][c:17]([S:20](=[O:21])(=[O:22])[Cl:23])[cH:18][cH:19]1>>[CH:1]1([C:10](=[O:11])[OH:12])[N:2]([S:20]([c:17]2[cH:16][cH:15][c:14]([CH3:24])[cH:19][cH:18]2)(=[O:21])=[O:22])[CH2:3][c:4]2[cH:5][cH:6][cH:7][cH:8][c:9]21. Starting materials: O=C([O-])[O-], O=C(O)C1NCc2ccccc21, Cl, [Na+], [Na+], O, Cc1ccc(S(=O)(=O)Cl)cc1. The reactants are C(C1=CC=CC=C1)N1N=C(C(=C1)C(=O)OCC)OCC1=CC(=C(C=C1)OCC=1N=C(OC1C)C=1OC=CC1)Br (Ethyl 1-benzyl-3-[(3-bromo-4-{[2-(2-furyl)-5-methyl-1,3-oxazol-4-yl]methoxy}benzyl)oxy]-1H-pyrazole-4-carboxylate), C(C)[Sn](CC)(CC)CC (tetraethyltin). The reagents and catalysts are C=1C=CC(=CC1)[P](C=2C=CC=CC2)(C=3C=CC=CC3)[Pd]([P](C=4C=CC=CC4)(C=5C=CC=CC5)C=6C=CC=CC6)([P](C=7C=CC=CC7)(C=8C=CC=CC8)C=9C=CC=CC9)[P](C=1C=CC=CC1)(C=1C=CC=CC1)C=1C=CC=CC1 (tetrakis(triphenylphosphine)palladium). Run in C1(=CC=CC=C1)C (toluene). Yields the product C(C1=CC=CC=C1)N1N=C(C(=C1)C(=O)OCC)OCC1=CC(=C(C=C1)OCC=1N=C(OC1C)C=1OC=CC1)CC (ethyl 1-benzyl-3-[(3-ethyl-4-{[2-(2-furyl)-5-methyl-1,3-oxazol-4-yl]methoxy}benzyl)oxy]-1H-pyrazole-4-carboxylate). Isolated yield 50.7%. As a reaction SMILES: [CH2:1]([N:8]1[CH:12]=[C:11]([C:13]([O:15][CH2:16][CH3:17])=[O:14])[C:10]([O:18][CH2:19][C:20]2[CH:25]=[CH:24][C:23]([O:26][CH2:27][C:28]3[N:29]=[C:30]([C:34]4[O:35][CH:36]=[CH:37][CH:38]=4)[O:31][C:32]=3[CH3:33])=[C:22](Br)[CH:21]=2)=[N:9]1)[C:2]1[CH:7]=[CH:6][CH:5]=[CH:4][CH:3]=1.[CH2:40]([Sn](CC)(CC)CC)[CH3:41]>C1C=CC([P]([Pd]([P](C2C=CC=CC=2)(C2C=CC=CC=2)C2C=CC=CC=2)([P](C2C=CC=CC=2)(C2C=CC=CC=2)C2C=CC=CC=2)[P](C2C=CC=CC=2)(C2C=CC=CC=2)C2C=CC=CC=2)(C2C=CC=CC=2)C2C=CC=CC=2)=CC=1.C1(C)C=CC=CC=1>[CH2:1]([N:8]1[CH:12]=[C:11]([C:13]([O:15][CH2:16][CH3:17])=[O:14])[C:10]([O:18][CH2:19][C:20]2[CH:25]=[CH:24][C:23]([O:26][CH2:27][C:28]3[N:29]=[C:30]([C:34]4[O:35][CH:36]=[CH:37][CH:38]=4)[O:31][C:32]=3[CH3:33])=[C:22]([CH2:40][CH3:41])[CH:21]=2)=[N:9]1)[C:2]1[CH:7]=[CH:6][CH:5]=[CH:4][CH:3]=1 |^1:52,54,73,92|. Procedure: Ethyl 1-benzyl-3-[(3-bromo-4-{[2-(2-furyl)-5-methyl-1,3-oxazol-4-yl]methoxy}benzyl)oxy]-1H-pyrazole-4-carboxylate (2.07 g), tetraethyltin (2.07 g), tetrakis(triphenylphosphine)palladium (0.40 g) and toluene (50 mL) was stirred under an argon atmosphere while heating under reflux for 3 days. After concentration of the reaction mixture, the residue was subjected to silica gel column chromatography to give ethyl 1-benzyl-3-[(3-ethyl-4-{[2-(2-furyl)-5-methyl-1,3-oxazol-4-yl]methoxy}benzyl)oxy]-1H-py... Starting materials: C(=O)(OCC)NC(CC1=CC=CC=C1)C1=CC=CC=C1 (N-carboethoxy-1,2-diphenylethylamine), [H-].[Al+3].[Li+].[H-].[H-].[H-] (lithium aluminum hydride), O (water), [OH-].[Na+] (NaOH), O (water). Solvent: O1CCCC1 (tetrahydrofuran), O1CCCC1 (tetrahydrofuran). The product is CNC(CC1=CC=CC=C1)C1=CC=CC=C1 (N-methyl-1,2-diphenylethylamine). RXN SMILES: [H-].[Al+3].[Li+].[H-].[H-].[H-].[C:7]([NH:12][CH:13]([C:21]1[CH:26]=[CH:25][CH:24]=[CH:23][CH:22]=1)[CH2:14][C:15]1[CH:20]=[CH:19][CH:18]=[CH:17][CH:16]=1)(OCC)=O.O.[OH-].[Na+]>O1CCCC1>[CH3:7][NH:12][CH:13]([C:21]1[CH:26]=[CH:25][CH:24]=[CH:23][CH:22]=1)[CH2:14][C:15]1[CH:20]=[CH:19][CH:18]=[CH:17][CH:16]=1 |f:0.1.2.3.4.5,8.9|. Procedure: To a stirred suspension of lithium aluminum hydride (12.4 g, 0.32 mol) in 300 ml of tetrahydrofuran at 0° C. under nitrogen was added dropwise a solution of N-carboethoxy-1,2-diphenylethylamine (35.0 g, 0.13 mol) in 200 ml of tetrahydrofuran. The mixture was heated to reflux for 8 hours. The mixture was cooled in an ice-water bath and water (13 ml), 15% NaOH (13 ml) and water (39 ml) were carefully added to the mixture. The mixture was warmed to ambient temperature and the precipitated salts wer... Starting materials: [OH-].[Na+] (sodium hydroxide), C(N)(OC(C)(C)C)=O (t-butyl carbamate), ClOC(C)(C)C (t-butyl hypochlorite), solution, [OH-].[Na+] (Sodium hydroxide), C(=C)C1=CC2=CC=CC=C2C=C1 (2-vinylnaphthalene). Reagents/catalysts: O.O.[Os](=O)(=O)=O.[K] (potassium osmium (VI) oxide dihydrate), CC[C@H]1CN2CC[C@H]1C[C@@H]2[C@H](C3=C4C=C(C=CC4=NC=C3)OC)OC5=NN=C(C6=CC=CC=C65)O[C@H]([C@H]7C[C@@H]8CCN7C[C@@H]8CC)C9=C1C=C(C=CC1=NC=C9)OC ((DHQD)2PHAL), O.O.[Os](=O)(=O)=O.[K] (potassium osmium (VI) oxide dihydrate). Solvent: C(CC)O (n-propanol), C(CC)O (n-propanol), C(CC)O (n-propanol), O (water). Conditions: time 5 minute. Product: C(C)(C)(C)OC(N[C@@H](CO)C1=CC2=CC=CC=C2C=C1)=O ((R)-(2-Hydroxy-1-naphthalen-2-yl-ethyl)-carbamic acid tert-butyl ester). Isolated yield 56.6%. Reaction SMILES: [OH-].[Na+].[C:3](=[O:10])([O:5][C:6]([CH3:9])([CH3:8])[CH3:7])[NH2:4].Cl[O:12]C(C)(C)C.[CH:17]([C:19]1[CH:28]=[CH:27][C:26]2[C:21](=[CH:22][CH:23]=[CH:24][CH:25]=2)[CH:20]=1)=[CH2:18]>O.C(O)CC.O.O.[Os](=O)(=O)=O.[K].CC[C@@H]1[C@@H]2C[C@H]([C@@H](OC3C4C(=CC=CC=4)C(O[C@@H](C4C=CN=C5C=4C=C(OC)C=C5)[C@@H]4N5C[C@H](CC)[C@@H](CC5)C4)=NN=3)C3C=CN=C4C=3C=C(OC)C=C4)N(CC2)C1>[C:6]([O:5][C:3](=[O:10])[NH:4][C@H:17]([C:19]1[CH:28]=[CH:27][C:26]2[C:21](=[CH:22][CH:23]=[CH:24][CH:25]=2)[CH:20]=1)[CH2:18][OH:12])([CH3:9])([CH3:8])[CH3:7] |f:0.1,7.8.9.10,^1:39|. Procedure: Sodium hydroxide (1.89 g, 16 mmol) was dissolved in water (115 mL). 5.4 mL of this solution was used to dissolve potassium osmium (VI) oxide dihydrate (240 mg) to get a purple suspension. The rest of the sodium hydroxide solution was treated with t-butyl carbamate (5.580 g, 47.1 mmol) in n-propanol (54 mL), followed by addition of t-butyl hypochlorite (5.4 mL, 47.1 mmol). This solution was stirred for 5 min, then (DHQD)2PHAL (630 mg) in n-propanol (54 mL) was added, followed by a solution of 2-v...